Task: describe an organic reaction: reactants, conditions, products, and yield. Dataset: the Open Reaction Database (ORD), a public repository of structured organic reaction records As a reaction SMILES: [Mg].[C:2]([O:10][CH2:11][CH3:12])(=[O:9])[CH2:3][C:4]([O:6][CH2:7][CH3:8])=[O:5].C(=O)=O.CC(C)=O.[Cl:20][C:21]1[CH:29]=[C:28]([Cl:30])[C:27]([F:31])=[CH:26][C:22]=1[C:23](Cl)=[O:24].S(=O)(=O)(O)O>C(O)C.CCOCC.C(Cl)(Cl)(Cl)Cl>[Cl:20][C:21]1[CH:29]=[C:28]([Cl:30])[C:27]([F:31])=[CH:26][C:22]=1[C:23]([CH:3]([C:4]([O:6][CH2:7][CH3:8])=[O:5])[C:2]([O:10][CH2:11][CH3:12])=[O:9])=[O:24] |f:2.3|. Procedure details: 24.3 g of magnesium turnings are suspended in 50 ml of anhydrous ethanol. 5 ml of carbon tetrachloride are added and, when the reaction has started up, a mixture of 160 g of diethyl malonate, 100 ml of absolute ethanol and 400 ml of anhydrous ether is added dropwise, vigorous reflux being observed. After the reaction has moderated, the mixture is heated to boiling for 2 hours, then cooled down to -5° C. to -10° C. with dry ice/acetone and, at this temperature, a solution of 227.5 g of 2,4-dichlo... The solvent is CCOCC (ether), C(Cl)(Cl)(Cl)Cl (carbon tetrachloride), CCOCC (ether), C(C)O (ethanol), C(C)O (ethanol). Conditions: time 2 hour. Product: ClC1=C(C(=O)C(C(=O)OCC)C(=O)OCC)C=C(C(=C1)Cl)F (diethyl 2,4-dichloro-5-fluorobenzoylmalonate). Starting materials: ClC1=C(C(=O)Cl)C=C(C(=C1)Cl)F (2,4-dichloro-5-fluorobenzoyl chloride), C(CC(=O)OCC)(=O)OCC (diethyl malonate), ice water, S(O)(O)(=O)=O (sulphuric acid), C(=O)=O.CC(=O)C (dry ice acetone), [Mg] (magnesium). Isolated yield 99.6%. Reactants: ice, OC=1C=CC=C2C(=CC(=NC12)C)OCC1=NC=CC=C1 (8-hydroxy-2-methyl-4-(2-pyridylmethoxy)quinoline), [H-].[Na+] (sodium hydride), CN(C=O)C (N,N-dimethylformamide), ClC1=C(CBr)C(=CC=C1N(C)C(CNC(C=CC1=CC=C(C=C1)C(NC)=O)=O)=O)Cl (2,6-dichloro-3-[N-[4-(methylcarbamoyl)cinnamoylglycyl]-N-methylamino]benzyl bromide). Product: ClC1=C(COC=2C=CC=C3C(=CC(=NC23)C)OCC2=NC=CC=C2)C(=CC=C1N(C)C(CNC(C=CC1=CC=C(C=C1)C(NC)=O)=O)=O)Cl (8-[2,6-dichloro-3-[N-[4-(methylcarbamoyl)cinnamoylglycyl]-N-methylamino]benzyloxy]-2-methyl-4-(2-pyridylmethoxy)quinoline). Isolated yield 55.4%. The solvent is O (Water). Run at time 30 minute. Procedure details: To an ice-cooled mixture of sodium hydride (40% in oil, 9 mg) and anhydrous N,N-dimethylformamide (1 ml) was added 8-hydroxy-2-methyl-4-(2-pyridylmethoxy)quinoline (53 mg), and the mixture was stirred at the same temperature for 30 minutes. To this mixture was added 2,6-dichloro-3-[N-[4-(methylcarbamoyl)cinnamoylglycyl]-N-methylamino]benzyl bromide (103 mg), and the mixture was stirred at ambient temperature for 2.5 hours. Water (2 ml) was slowly added to the reaction mixture under ice-water coo... Reaction SMILES: [H-].[Na+].CN(C)C=O.[OH:8][C:9]1[CH:10]=[CH:11][CH:12]=[C:13]2[C:18]=1[N:17]=[C:16]([CH3:19])[CH:15]=[C:14]2[O:20][CH2:21][C:22]1[CH:27]=[CH:26][CH:25]=[CH:24][N:23]=1.[Cl:28][C:29]1[C:36]([N:37]([C:39](=[O:56])[CH2:40][NH:41][C:42](=[O:55])[CH:43]=[CH:44][C:45]2[CH:50]=[CH:49][C:48]([C:51](=[O:54])[NH:52][CH3:53])=[CH:47][CH:46]=2)[CH3:38])=[CH:35][CH:34]=[C:33]([Cl:57])[C:30]=1[CH2:31]Br>O>[Cl:28][C:29]1[C:36]([N:37]([C:39](=[O:56])[CH2:40][NH:41][C:42](=[O:55])[CH:43]=[CH:44][C:45]2[CH:46]=[CH:47][C:48]([C:51](=[O:54])[NH:52][CH3:53])=[CH:49][CH:50]=2)[CH3:38])=[CH:35][CH:34]=[C:33]([Cl:57])[C:30]=1[CH2:31][O:8][C:9]1[CH:10]=[CH:11][CH:12]=[C:13]2[C:18]=1[N:17]=[C:16]([CH3:19])[CH:15]=[C:14]2[O:20][CH2:21][C:22]1[CH:27]=[CH:26][CH:25]=[CH:24][N:23]=1 |f:0.1|.